From a dataset of the Open Reaction Database (ORD), a public repository of structured organic reaction records. describe an organic reaction: reactants, conditions, products, and yield Starting materials: CC(C)=O, CCCCCN1C(=O)C(C)(C)c2cc3[nH]c(N)nc3cc21, O=C=Nc1ccccc1. Yields the product CCCCCN1C(=O)C(C)(C)c2cc3[nH]c(NC(=O)Nc4ccccc4)nc3cc21. RXN SMILES: [CH3:31][C:32](=[O:33])[CH3:34].[NH2:1][c:2]1[n:3][c:4]2[c:5]([cH:6][c:7]3[c:11]([cH:12]2)[N:10]([CH2:13][CH2:14][CH2:15][CH2:16][CH3:17])[C:9](=[O:18])[C:8]3([CH3:19])[CH3:20])[nH:21]1.[O:22]=[C:23]=[N:24][c:25]1[cH:26][cH:27][cH:28][cH:29][cH:30]1>>[NH:1]([c:2]1[n:3][c:4]2[c:5]([cH:6][c:7]3[c:11]([cH:12]2)[N:10]([CH2:13][CH2:14][CH2:15][CH2:16][CH3:17])[C:9](=[O:18])[C:8]3([CH3:19])[CH3:20])[nH:21]1)[C:23](=[O:22])[NH:24][c:25]1[cH:26][cH:27][cH:28][cH:29][cH:30]1. The reactants are BrBr (Bromine), FC(OC1=CC=C(NCCC#N)C=C1)(F)F (3-(4-trifluoromethoxyanilino)propionitrile), [S-]C#N.[K+] (potassium thiocyanate), [OH-].[Na+] (sodium hydroxide), C(C(=O)O)(=O)O (oxalic acid). Run in O (water), CC(=O)C (acetone), C(C)(=O)O (acetic acid). The product is N=C1SC2=C(N1CCC#N)C=CC(=C2)OC(F)(F)F (2-Imino-3-(2-cyanoethyl)-6-trifluoromethoxy-benzothiazoline). Isolated yield 146.9%. RXN SMILES: BrBr.[F:3][C:4]([F:18])([F:17])[O:5][C:6]1[CH:16]=[CH:15][C:9]([NH:10][CH2:11][CH2:12][C:13]#[N:14])=[CH:8][CH:7]=1.[S-:19][C:20]#[N:21].[K+].[OH-].[Na+].C(O)(=O)C(O)=O>C(O)(=O)C.CC(C)=O.O>[NH:21]=[C:20]1[N:10]([CH2:11][CH2:12][C:13]#[N:14])[C:9]2[CH:8]=[CH:7][C:6]([O:5][C:4]([F:17])([F:18])[F:3])=[CH:16][C:15]=2[S:19]1 |f:2.3,4.5|. Procedure: Bromine (3.2 g; 1 cc) is added at room temperature to 3-(4-trifluoromethoxyanilino)propionitrile (3 g) and potassium thiocyanate (7.8 g) dissolved in acetic acid (50 cc). Stirring is maintained for 12 hours at this temperature. The mixture is evaporated to dryness at 80° C. under reduced pressure (20 mm Hg; 2.7 kPa). The residue obtained is taken up with water (100 cc) and the pH is brought to 9-10 by adding concentrated sodium hydroxide (10N). After extraction with ethyl acetate (2×50 cc, washi... Reactants: CN(C)C=O, CC(C)[Si](Cl)(C(C)C)C(C)C, OCCc1cccc2cc[nH]c12, c1c[nH]cn1. As a reaction SMILES: [CH3:29][N:30]([CH3:31])[CH:32]=[O:33].[CH:18]([CH3:19])([CH3:20])[Si:21]([CH:22]([CH3:23])[CH3:24])([CH:25]([CH3:26])[CH3:27])[Cl:28].[OH:1][CH2:2][CH2:3][c:4]1[cH:5][cH:6][cH:7][c:8]2[cH:9][cH:10][nH:11][c:12]12.[nH:13]1[cH:14][cH:15][n:16][cH:17]1>>[O:1]([CH2:2][CH2:3][c:4]1[cH:5][cH:6][cH:7][c:8]2[cH:9][cH:10][nH:11][c:12]12)[Si:21]([CH:18]([CH3:19])[CH3:20])([CH:22]([CH3:23])[CH3:24])[CH:25]([CH3:26])[CH3:27]. Product: CC(C)[Si](OCCc1cccc2cc[nH]c12)(C(C)C)C(C)C. Starting materials: CC=1OC2=C(N1)C=C(C(=C2Cl)C)Cl (2,6-dimethyl-5,7dichloro-benzoxazole), C(C)OS(=O)(=O)C1=CC=C(C=C1)C (ethyl-p-toluene-sulfonate). Product: C1(=CC=C(C=C1)S(=O)(=O)O)C.CC1OC2=C(N1CC)C=C(C(=C2Cl)C)Cl (2,6-dimethyl-3-ethyl-5,7-dichloro-benzoxazole p-toluene sulfonate). Reaction SMILES: [CH3:1][C:2]1[O:3][C:4]2[C:10]([Cl:11])=[C:9]([CH3:12])[C:8]([Cl:13])=[CH:7][C:5]=2[N:6]=1.[CH2:14]([O:16][S:17]([C:20]1[CH:25]=[CH:24][C:23]([CH3:26])=[CH:22][CH:21]=1)(=[O:19])=[O:18])[CH3:15]>>[C:23]1([CH3:26])[CH:22]=[CH:21][C:20]([S:17]([OH:19])(=[O:16])=[O:18])=[CH:25][CH:24]=1.[CH3:1][CH:2]1[N:6]([CH2:14][CH3:15])[C:5]2[CH:7]=[C:8]([Cl:13])[C:9]([CH3:12])=[C:10]([Cl:11])[C:4]=2[O:3]1 |f:2.3|. Procedure details: A mixture of 2.1 g. of 2,6-dimethyl-5,7dichloro-benzoxazole and 2 g. of ethyl-p-toluene-sulfonate was heated at 150° C. for 30 minutes. By cooling, a pick cake was obtained. It was ground in a mortar by washing repeatedly with ethyl ether. The product, thus obtained, was dried and used without further purification for the synthesis of dyes. Product: O=C1CCC(C(=O)OCc2ccccc2)CC1. Reactants: ClCCl, O=[Cr](=O)([O-])Cl, O=C(OCc1ccccc1)C1CCC(O)CC1, c1cc[nH+]cc1. As a reaction SMILES: [Cl:29][CH2:30][Cl:31].[O:18]=[Cr:19]([Cl:20])([O-:21])=[O:22].[OH:1][CH:2]1[CH2:3][CH2:4][CH:5]([C:8](=[O:9])[O:10][CH2:11][c:12]2[cH:13][cH:14][cH:15][cH:16][cH:17]2)[CH2:6][CH2:7]1.[nH+:23]1[cH:24][cH:25][cH:26][cH:27][cH:28]1>>[O:1]=[C:2]1[CH2:3][CH2:4][CH:5]([C:8](=[O:9])[O:10][CH2:11][c:12]2[cH:13][cH:14][cH:15][cH:16][cH:17]2)[CH2:6][CH2:7]1. Starting materials: C=C(C(=O)OCC)P(=O)(OCC)OCC, O=Cc1ccc(Cl)cc1O, [H-], [Na+], C1CCOC1. The product is CCOC(=O)C1=Cc2ccc(Cl)cc2OC1. As a reaction SMILES: [CH2:13]([CH3:14])[O:15][C:16]([C:17](=[CH2:18])[P:19]([O:20][CH2:21][CH3:22])([O:23][CH2:24][CH3:25])=[O:26])=[O:27].[Cl:1][c:2]1[cH:3][c:4]([OH:10])[c:5]([CH:6]=[O:7])[cH:8][cH:9]1.[H-:11].[Na+:12].[O:28]1[CH2:29][CH2:30][CH2:31][CH2:32]1>>[Cl:1][c:2]1[cH:3][c:4]2[c:5]([cH:8][cH:9]1)[CH:6]=[C:17]([C:16]([O:15][CH2:13][CH3:14])=[O:27])[CH2:18][O:10]2.